Task: describe an organic reaction: reactants, conditions, products, and yield. Dataset: the Open Reaction Database (ORD), a public repository of structured organic reaction records Starting materials: O=C1OC2(CCN(C(=O)c3c[nH]c4cc(Cl)ccc34)CC2)c2ccc(F)cc21, O=C(Cl)c1ccccc1F. Yields the product O=C1OC2(CCN(C(=O)c3cn(C(=O)c4ccccc4F)c4cc(Cl)ccc34)CC2)c2ccc(F)cc21. Reaction SMILES: [Cl:1][c:2]1[cH:3][cH:4][c:5]2[c:6]([C:11](=[O:12])[N:13]3[CH2:14][CH2:15][C:16]4([O:17][C:18](=[O:26])[c:19]5[c:20]4[cH:21][cH:22][c:23]([F:25])[cH:24]5)[CH2:27][CH2:28]3)[cH:7][nH:8][c:9]2[cH:10]1.[F:29][c:30]1[c:31]([C:32](=[O:33])[Cl:34])[cH:35][cH:36][cH:37][cH:38]1>>[Cl:1][c:2]1[cH:3][cH:4][c:5]2[c:6]([C:11](=[O:12])[N:13]3[CH2:14][CH2:15][C:16]4([O:17][C:18](=[O:26])[c:19]5[c:20]4[cH:21][cH:22][c:23]([F:25])[cH:24]5)[CH2:27][CH2:28]3)[cH:7][n:8]([C:32]([c:31]3[c:30]([F:29])[cH:38][cH:37][cH:36][cH:35]3)=[O:33])[c:9]2[cH:10]1. The reactants are COc1cccc2c1C13CCNC(C2)C1CCC(=O)C3, O=C(O)C1CCC1, [Cl-], [K+], [K+], O=C([O-])[O-], CN(C)C=O, O. The product is COc1cccc2c1C13CCN(C(=O)C4CCC4)C(C2)C1CCC(=O)C3. Reaction SMILES: [CH3:1][O:2][c:3]1[cH:4][cH:5][cH:6][c:7]2[c:16]1[C:15]13[CH:10]([CH:9]([CH2:8]2)[NH:19][CH2:18][CH2:17]1)[CH2:11][CH2:12][C:13](=[O:20])[CH2:14]3.[CH:28]1([C:32](=[O:33])[OH:34])[CH2:29][CH2:30][CH2:31]1.[Cl-:27].[K+:21].[K+:22].[O-:23][C:24]([O-:25])=[O:26].[O:36]=[CH:37][N:38]([CH3:39])[CH3:40].[OH2:35]>>[CH3:1][O:2][c:3]1[cH:4][cH:5][cH:6][c:7]2[c:16]1[C:15]13[CH:10]([CH:9]([CH2:8]2)[N:19]([C:32]([CH:28]2[CH2:29][CH2:30][CH2:31]2)=[O:33])[CH2:18][CH2:17]1)[CH2:11][CH2:12][C:13](=[O:20])[CH2:14]3. Reaction SMILES: [Br:1]Br.[CH3:3][N:4]1[C:8]2=[N:9][CH:10]=[C:11]([C:13](=[O:15])[CH3:14])[CH:12]=[C:7]2[CH2:6][C:5]1=[O:16]>C(O)(=O)C>[Br:1][CH2:14][C:13]([C:11]1[CH:12]=[C:7]2[CH2:6][C:5](=[O:16])[N:4]([CH3:3])[C:8]2=[N:9][CH:10]=1)=[O:15]. Reactants: BrBr (bromine), CN1C(CC=2C1=NC=C(C2)C(C)=O)=O (1,3-dihydro-1-methyl-5-acetyl-2H-pyrrolo[2,3-b]pyridin-2-one). Procedure details: Add 170 mg (1.05 mmol) of bromine dissolved in 1 ml of acetic acid dropwise to a solution of 200 mg (1.05 mmol) of 1,3-dihydro-1-methyl-5-acetyl-2H-pyrrolo[2,3-b]pyridin-2-one (obtained as described in Example 13 hereinafter) in 4 ml of acetic acid. After 6 hours' heating at 80° C., the acetic acid is removed under reduced pressure and the residue is taken up in water and then extracted with dichloromethane. The crude product obtained is purified by chromatography on silica gel (eluant ethyl ace... Conditions: temperature 80 celsius. Run in C(C)(=O)O (acetic acid), C(C)(=O)O (acetic acid). Yields the product BrCC(=O)C=1C=C2C(=NC1)N(C(C2)=O)C (1,3-DIHYDRO-5-BROMOACETYL-1-METHYL-2H-PYRROLO[2,3-b]PYRIDIN-2-ONE). Yield: 60.0%. The reactants are Br, CC(=O)OC(C)=O, ClCCl, CC(=O)[O-], [Na+], O, Oc1ccc2c(c1)CCNC2. Yields the product CC(=O)N1CCc2cc(O)ccc2C1. Reaction SMILES: [BrH:1].[C:18]([O:19][C:20](=[O:21])[CH3:22])(=[O:23])[CH3:24].[CH2:26]([Cl:27])[Cl:28].[CH3:14][C:15]([O-:16])=[O:17].[Na+:13].[OH2:25].[OH:2][c:3]1[cH:4][c:5]2[c:10]([cH:11][cH:12]1)[CH2:9][NH:8][CH2:7][CH2:6]2>>[OH:2][c:3]1[cH:4][c:5]2[c:10]([cH:11][cH:12]1)[CH2:9][N:8]([C:15]([CH3:14])=[O:16])[CH2:7][CH2:6]2. The reactants are [Li+], C1CCOC1, [OH-], O, O, COC(=O)CCCCC=C(COc1cccc2ccccc12)C(=O)NCCCn1ccnc1. The product is O=C(O)CCCCC=C(COc1cccc2ccccc12)C(=O)NCCCn1ccnc1. As a reaction SMILES: [Li+:36].[O:37]1[CH2:38][CH2:39][CH2:40][CH2:41]1.[OH-:35].[OH2:34].[OH2:42].[n:1]1([CH2:6][CH2:7][CH2:8][NH:9][C:10]([C:11](=[CH:12][CH2:13][CH2:14][CH2:15][CH2:16][C:17](=[O:18])[O:19][CH3:20])[CH2:21][O:22][c:23]2[cH:24][cH:25][cH:26][c:27]3[cH:28][cH:29][cH:30][cH:31][c:32]23)=[O:33])[cH:2][n:3][cH:4][cH:5]1>>[n:1]1([CH2:6][CH2:7][CH2:8][NH:9][C:10]([C:11](=[CH:12][CH2:13][CH2:14][CH2:15][CH2:16][C:17](=[O:18])[OH:19])[CH2:21][O:22][c:23]2[cH:24][cH:25][cH:26][c:27]3[cH:28][cH:29][cH:30][cH:31][c:32]23)=[O:33])[cH:2][n:3][cH:4][cH:5]1. Procedure: reacting 1-lithio-3-methylbut-1-yne with a 150% to 165% excess of the stoichiometric amount of ethyl t-butyl oxalate in THF containing an amount of a suitable hydrocarbon solvent sufficient to solubilize said 1-lithio-3-methylbut-1-yne, the reaction being carried out under anhydrous conditions in an inert atmosphere at a temperature of from 0° to 10° to form t-butyl 5-methyl-2-oxohex-3-ynoate; Run in C1CCOC1 (THF), hydrocarbon. Reaction SMILES: [Li][C:2]#[C:3][CH:4]([CH3:6])[CH3:5].[C:7](OCC)(=[O:15])[C:8]([O:10][C:11]([CH3:14])([CH3:13])[CH3:12])=[O:9]>C1COCC1>[CH3:5][CH:4]([CH3:6])[C:3]#[C:2][C:7](=[O:15])[C:8]([O:10][C:11]([CH3:14])([CH3:13])[CH3:12])=[O:9]. The reactants are [Li]C#CC(C)C (1-lithio-3-methylbut-1-yne), C(C(=O)OC(C)(C)C)(=O)OCC (ethyl t-butyl oxalate), [Li]C#CC(C)C (1-lithio-3-methylbut-1-yne). Yields the product CC(C#CC(C(=O)OC(C)(C)C)=O)C (t-butyl 5-methyl-2-oxohex-3-ynoate). Starting materials: COc1cc(Br)cc(C)c1Cl, COCCOC, [Li], [NH2-]. Yields the product COc1cc(N)cc(C)c1Cl. As a reaction SMILES: [Br:1][c:2]1[cH:3][c:4]([CH3:11])[c:5]([Cl:10])[c:6]([O:8][CH3:9])[cH:7]1.[CH3:14][O:15][CH2:16][CH2:17][O:18][CH3:19].[Li:12].[NH2-:13]>>[c:2]1([NH2:13])[cH:3][c:4]([CH3:11])[c:5]([Cl:10])[c:6]([O:8][CH3:9])[cH:7]1. Starting materials: C(CCC)[Li] (n-butyllithium), COC(C(C1=CC=C(C=C1)OC1=CC=C(C=C1)Cl)OC1=CC=C(C=C1)Cl)=O (methyl(p-chlorophenoxy)[p-(p-chlorophenoxy)phenyl]acetate), CI (methyl iodide), C(C)(C)NC(C)C (N,N-diisopropylamine), N1=CC=CC2=CC=C3C=CC=NC3=C12 (1,10-phenanthroline). Run in CCCCCC (hexane), O1CCCC1 (tetrahydrofuran), CN(P(=O)(N(C)C)N(C)C)C (hexamethylphosphoramide), O1CCCC1 (tetrahydrofuran), O (water). Conditions: temperature -70 celsius, time 15 minute. Product: ClC1=CC=C(OC(C(=O)OC)(C)C2=CC=C(C=C2)OC2=CC=C(C=C2)Cl)C=C1 (Methyl 2-(p-chlorophenoxy)-2-[p-(p-chlorophenoxy)phenyl]propionate). RXN SMILES: [CH:1](NC(C)C)(C)C.N1C2C(=CC=C3C=2N=CC=C3)C=CC=1.C([Li])CCC.[CH3:27][O:28][C:29](=[O:53])[CH:30]([O:45][C:46]1[CH:51]=[CH:50][C:49]([Cl:52])=[CH:48][CH:47]=1)[C:31]1[CH:36]=[CH:35][C:34]([O:37][C:38]2[CH:43]=[CH:42][C:41]([Cl:44])=[CH:40][CH:39]=2)=[CH:33][CH:32]=1.CI>O1CCCC1.CCCCCC.O.CN(C)P(N(C)C)(N(C)C)=O>[Cl:52][C:49]1[CH:50]=[CH:51][C:46]([O:45][C:30]([C:31]2[CH:32]=[CH:33][C:34]([O:37][C:38]3[CH:43]=[CH:42][C:41]([Cl:44])=[CH:40][CH:39]=3)=[CH:35][CH:36]=2)([CH3:1])[C:29]([O:28][CH3:27])=[O:53])=[CH:47][CH:48]=1. Reported procedure: A solution of 2.02 g of N,N-diisopropylamine and 5 mg of 1,10-phenanthroline in 15 ml of dry tetrahydrofuran is cooled to 0° C. under argon and a solution of 0.017 mole of n-butyllithium in hexane is added dropwise while keeping the temperature of 0°-5° C. After 15 minutes, the solution is cooled to -70° C. and a solution of 6.05 g of methyl(p-chlorophenoxy)[p-(p-chlorophenoxy)phenyl]acetate in 10 ml of tetrahydrofuran is added over 15 minutes while keeping the temperature at -70° C. to -65° C. ...